This data is from the Open Reaction Database (ORD), a public repository of structured organic reaction records. The task is: describe an organic reaction: reactants, conditions, products, and yield Starting materials: CCOC(=O)CBr, C1CCOC1, [H-], [N-]=[N+]=NC(COc1cccc(C(=O)O)c1)OCCO, [Na+]. The product is CCOC(=O)COCCOC(COc1cccc(C(=O)O)c1)N=[N+]=[N-]. RXN SMILES: [CH2:22]([CH3:23])[O:24][C:25]([CH2:26][Br:27])=[O:28].[CH2:29]1[O:30][CH2:31][CH2:32][CH2:33]1.[H-:21].[N:1](=[N+:2]=[N-:3])[CH:4]([CH2:5][O:6][c:7]1[cH:8][c:9]([C:10](=[O:11])[OH:12])[cH:13][cH:14][cH:15]1)[O:16][CH2:17][CH2:18][OH:19].[Na+:20]>>[N:1](=[N+:2]=[N-:3])[CH:4]([CH2:5][O:6][c:7]1[cH:8][c:9]([C:10](=[O:11])[OH:12])[cH:13][cH:14][cH:15]1)[O:16][CH2:17][CH2:18][O:19][CH2:26][C:25]([O:24][CH2:22][CH3:23])=[O:28]. As a reaction SMILES: [C:29]([BH3-:30])#[N:31].[C:33](=[O:34])([OH:35])[O-:36].[CH3:16][C:17](=[O:18])[O-:19].[CH3:2][O:3][C:4](=[O:5])[CH:6]1[CH:7]2[CH2:8][CH2:9][CH:10]([CH:11]1[NH2:12])[CH2:13][CH2:14]2.[CH3:38][OH:39].[CH3:40][CH2:41][O:42][C:43](=[O:44])[CH3:45].[ClH:1].[F:20][c:21]1[cH:22][cH:23][c:24]([CH:25]=[O:26])[cH:27][cH:28]1.[Na+:15].[Na+:32].[Na+:37]>>[CH3:2][O:3][C:4](=[O:5])[CH:6]1[CH:7]2[CH2:8][CH2:9][CH:10]([CH:11]1[NH:12][CH2:25][c:24]1[cH:23][cH:22][c:21]([F:20])[cH:28][cH:27]1)[CH2:13][CH2:14]2. Product: COC(=O)C1C2CCC(CC2)C1NCc1ccc(F)cc1. The reactants are [BH3-]C#N, O=C([O-])O, CC(=O)[O-], COC(=O)C1C2CCC(CC2)C1N, CO, CCOC(C)=O, Cl, O=Cc1ccc(F)cc1, [Na+], [Na+], [Na+]. Reactants: COC1=CC=C(CNC=2C=C(C#N)C=CN2)C=C1 (2-(4-Methoxy-benzylamino)-isonicotinonitrile). Reagents/catalysts: [Pd] (Pd/C). Run in CCO (EtOH). Product: NCC1=CC(=NC=C1)NCC1=CC=C(C=C1)OC ((4-Aminomethyl-pyridin-2-yl)-(4-methoxy-benzyl)-amine). As a reaction SMILES: [CH3:1][O:2][C:3]1[CH:18]=[CH:17][C:6]([CH2:7][NH:8][C:9]2[CH:10]=[C:11]([CH:14]=[CH:15][N:16]=2)[C:12]#[N:13])=[CH:5][CH:4]=1>CCO.[Pd]>[NH2:13][CH2:12][C:11]1[CH:14]=[CH:15][N:16]=[C:9]([NH:8][CH2:7][C:6]2[CH:5]=[CH:4][C:3]([O:2][CH3:1])=[CH:18][CH:17]=2)[CH:10]=1. Reported procedure: 2-(4-Methoxy-benzylamino)-isonicotinonitrile (12 g, 50 mmole) was dissolved in a mixed solvent of EtOH (800 mL) Et3N (200 mL) and suspended with 2 g of Pd/C (10%). After removing air with vacuum, the flask was charged with H2 with a balloon. The H2 balloon was refilled every morning and evening. Pd/C was recharged twice (1.3 g each) on days 2 and 3. Reaction was completed on the 4th day and the reaction mixture was filtered through a pad of Celite®. The filter cake was rinsed with MeOH and the c... Starting materials: [Li+].[OH-] (LiOH), ClC=1C=C(C=CC1Cl)[C@H]1[C@@H](CN(C1)C(=O)OC(C)(C)C)C(=O)OC ((3S,4R)-1-tert-butyl 3-methyl 4-(3,4-dichlorophenyl)pyrrolidine-1,3-dicarboxylate), Cl (HCl). The solvent is CO (MeOH). Run at time 6 hour. The product is C(C)(C)(C)OC(=O)N1C[C@H]([C@@H](C1)C1=CC(=C(C=C1)Cl)Cl)C(=O)O ((3S,4R)-1-(tert-butoxycarbonyl)-4-(3,4-dichlorophenyl)pyrrolidine-3-carboxylic acid). As a reaction SMILES: [Cl:1][C:2]1[CH:3]=[C:4]([C@@H:9]2[CH2:13][N:12]([C:14]([O:16][C:17]([CH3:20])([CH3:19])[CH3:18])=[O:15])[CH2:11][C@H:10]2[C:21]([O:23]C)=[O:22])[CH:5]=[CH:6][C:7]=1[Cl:8].[Li+].[OH-].Cl>CO>[C:17]([O:16][C:14]([N:12]1[CH2:13][C@@H:9]([C:4]2[CH:5]=[CH:6][C:7]([Cl:8])=[C:2]([Cl:1])[CH:3]=2)[C@H:10]([C:21]([OH:23])=[O:22])[CH2:11]1)=[O:15])([CH3:20])([CH3:18])[CH3:19] |f:1.2|. Procedure details: Boc anhydride (3.0 g, 13.7 mmol) was added to a solution of (3S,4R)-methyl 4-(3,4-dichlorophenyl)pyrrolidine-3-carboxylate (3.10 g, 11.3 mmol) in THF (100 mL) and TEA (4 mL). The mixture was stirred at room temperature overnight. The solvent was removed, and the residue was subject to column chromatography, eluted by hexane/ethyl acetate (8:1) to give (3S,4R)-1-tert-butyl 3-methyl 4-(3,4-dichlorophenyl)pyrrolidine-1,3-dicarboxylate (LCMS (APCI+) [M−Boc+H]+ 274.1; Rt: 4.17 min). The (3S,4R)-1-ter... The reactants are O=C([O-])[O-], C=CCBr, CCC(C)=O, [K+], [K+], OCc1ccc(O)cc1. Product: C=CCOc1ccc(CO)cc1. RXN SMILES: [C:14](=[O:15])([O-:16])[O-:17].[CH2:1]([CH:2]=[CH2:3])[Br:4].[CH3:20][C:21](=[O:22])[CH2:23][CH3:24].[K+:18].[K+:19].[OH:5][c:6]1[cH:7][cH:8][c:9]([CH2:10][OH:11])[cH:12][cH:13]1>>[CH2:1]([CH:2]=[CH2:3])[O:5][c:6]1[cH:7][cH:8][c:9]([CH2:10][OH:11])[cH:12][cH:13]1. Reactants: O=[Ag-], CCOC(=O)C(O)c1nc(C)n(-c2ccccc2)n1, CCI, Cc1ccccc1. Yields the product CCOC(=O)C(OCC)c1nc(C)n(-c2ccccc2)n1. Reaction SMILES: [Ag-:30]=[O:31].[CH2:1]([CH3:2])[O:3][C:4]([CH:5]([c:6]1[n:7][n:8](-[c:12]2[cH:13][cH:14][cH:15][cH:16][cH:17]2)[c:9]([CH3:11])[n:10]1)[OH:18])=[O:19].[CH2:20]([CH3:21])[I:22].[CH3:23][c:24]1[cH:25][cH:26][cH:27][cH:28][cH:29]1>>[CH2:1]([CH3:2])[O:3][C:4]([CH:5]([c:6]1[n:7][n:8](-[c:12]2[cH:13][cH:14][cH:15][cH:16][cH:17]2)[c:9]([CH3:11])[n:10]1)[O:18][CH2:20][CH3:21])=[O:19]. Reactants: C(C)(=O)O (acetic acid), [OH-].[K+] (KOH), [N+](=O)([O-])C1=CC=CC=C1 (nitrobenzene), COC1=CC=C(C=C1)CC#N (p-methoxyphenylacetonitrile). The solvent is O (water), O (water), CO (methanol). Run at temperature 55 celsius, time 4 hour. The product is ON=C1C=CC(C=C1)=C(C#N)C1=CC=C(C=C1)OC ((4-Hydroxyimino-cyclohexa-2,5-dienylidene)-(4-methoxyphenyl)-acetonitrile). Isolated yield 53.2%. RXN SMILES: [OH-].[K+].[CH3:3][O:4][C:5]1[CH:10]=[CH:9][C:8]([CH2:11][C:12]#[N:13])=[CH:7][CH:6]=1.[N+:14]([C:17]1[CH:22]=[CH:21][CH:20]=[CH:19][CH:18]=1)([O-])=[O:15].C(O)(=O)C>CO.O>[OH:15][N:14]=[C:17]1[CH:22]=[CH:21][C:20](=[C:11]([C:8]2[CH:9]=[CH:10][C:5]([O:4][CH3:3])=[CH:6][CH:7]=2)[C:12]#[N:13])[CH:19]=[CH:18]1 |f:0.1|. Procedure details: 80 g of KOH are dissolved in 400 ml of methanol and heated up to 55° C. To the solution are added 50 ml (0.37 mol) of p-methoxyphenylacetonitrile, followed by 35 ml (0.34 mol) of nitrobenzene. The reaction mixture is stirred at 55° C. for 4 hrs. After cooling, 500 ml of water are added with stirring. The resulting solution is acidified by addition of 110 ml of acetic acid in 100 ml of water, leading to a precipitate. The mixture is then filtered, and the solid is washed with a mixture of methano...